Task: describe an organic reaction: reactants, conditions, products, and yield. Dataset: the Open Reaction Database (ORD), a public repository of structured organic reaction records The reactants are CCC(CC)Nc1c([N+](=O)[O-])cc(CC=NO)c(C)c1[N+](=O)[O-], C1CCOC1, O=S(Cl)Cl. The product is CCC(CC)Nc1c([N+](=O)[O-])cc(CC#N)c(C)c1[N+](=O)[O-]. As a reaction SMILES: [CH2:5]([CH3:6])[CH:7]([CH2:8][CH3:9])[NH:10][c:11]1[c:12]([N+:25](=[O:26])[O-:27])[cH:13][c:14]([CH2:21][CH:22]=[N:23][OH:24])[c:15]([CH3:20])[c:16]1[N+:17](=[O:18])[O-:19].[O:28]1[CH2:29][CH2:30][CH2:31][CH2:32]1.[S:1]([Cl:2])([Cl:3])=[O:4]>>[CH2:5]([CH3:6])[CH:7]([CH2:8][CH3:9])[NH:10][c:11]1[c:12]([N+:25](=[O:26])[O-:27])[cH:13][c:14]([CH2:21][C:22]#[N:23])[c:15]([CH3:20])[c:16]1[N+:17](=[O:18])[O-:19]. Starting materials: C(C)(=O)NCCC1=NC=CN=C1 (2-(2-acetamidoethyl)pyrazine), CI (methyl iodide). Run in CCOCC (ether). Product: [I-].C[N+]1=CC(=NC=C1)CCNC(C)=O (1-Methyl-3-(2-acetamidoethyl)pyrazinium iodide). As a reaction SMILES: [C:1]([NH:4][CH2:5][CH2:6][C:7]1[CH:12]=[N:11][CH:10]=[CH:9][N:8]=1)(=[O:3])[CH3:2].[CH3:13][I:14]>CCOCC>[I-:14].[CH3:13][N+:11]1[CH:10]=[CH:9][N:8]=[C:7]([CH2:6][CH2:5][NH:4][C:1](=[O:3])[CH3:2])[CH:12]=1 |f:3.4|. Procedure details: 3.0 g of 2-(2-acetamidoethyl)pyrazine, prepared by the method of G. M. Singerman, et. al., J. Org. Chem., 30, 4379 (1965), was dissolved in 10 ml of ether and 10 ml of methyl iodide added. The flask was stoppered and stored in the dark for 2 weeks. The resultant solid was filtered, washed with ether and dried in vacuo to give 3.4 g of a yellow solid product (3800). It was recrystallized from ethyl acetate/ethanol, m.p. 138°-9°. UV H2O max: 226 (4.17), 281 (3.85).